This data is from the Open Reaction Database (ORD), a public repository of structured organic reaction records. The task is: describe an organic reaction: reactants, conditions, products, and yield Procedure: This compound is prepared analogously to 11a from 10g. As a reaction SMILES: C1(C2C=CC=CC=2)C=CC=C(N2C=C(C([Cl:14])=O)N=C2)C=1.[F:21][C:22]1[C:27]([C:28]2[CH:33]=[CH:32][CH:31]=[C:30]([N:34]3[CH:38]=[C:37]([C:39](O)=[O:40])[N:36]=[CH:35]3)[CH:29]=2)=[C:26]([O:42][CH3:43])[CH:25]=[CH:24][CH:23]=1>>[F:21][C:22]1[C:27]([C:28]2[CH:33]=[CH:32][CH:31]=[C:30]([N:34]3[CH:38]=[C:37]([C:39]([Cl:14])=[O:40])[N:36]=[CH:35]3)[CH:29]=2)=[C:26]([O:42][CH3:43])[CH:25]=[CH:24][CH:23]=1. Reactants: C1(=CC(=CC=C1)N1C=NC(=C1)C(=O)Cl)C1=CC=CC=C1 (1-Biphenyl-3-yl-1H-imidazole-4-carbonyl chloride), FC1=CC=CC(=C1C1=CC(=CC=C1)N1C=NC(=C1)C(=O)O)OC (1-(6′-Fluoro-2′-methoxy-biphenyl-3-yl)-1H-imidazole-4-carboxylic acid). Yields the product FC1=CC=CC(=C1C1=CC(=CC=C1)N1C=NC(=C1)C(=O)Cl)OC (1-(6′-Fluoro-2′-methoxy-biphenyl-3-yl)-1H-imidazole-4-carbonyl chloride).